Dataset: the Open Reaction Database (ORD), a public repository of structured organic reaction records. Task: describe an organic reaction: reactants, conditions, products, and yield The reactants are C(C)OC(CCCCOC1=C(C=CC=C1)I)=O (5-(2-iodophenoxy)-valeric acid ethyl ester), C(CCC)[Sn](\C=C\[Sn](CCCC)(CCCC)CCCC)(CCCC)CCCC ((E)-1,2-bis-(tri-n-butylstannyl)-ethylene), tetrakis-(triphenylphosphine)palladium, II (iodine). Product: C(C)OC(CCCCOC1=C(C=CC=C1)\C=C\I)=O (5-[2-[(E)-2-iodovinyl]-phenoxy]-valeric acid ethyl ester). The yield is 57.5%. Reaction SMILES: [CH2:1]([O:3][C:4](=[O:17])[CH2:5][CH2:6][CH2:7][CH2:8][O:9][C:10]1[CH:15]=[CH:14][CH:13]=[CH:12][C:11]=1I)[CH3:2].C([Sn](CC[CH2:44][CH3:45])(CCCC)/C=C/[Sn](CCCC)(CCCC)CCCC)CCC.[I:46]I>>[CH2:1]([O:3][C:4](=[O:17])[CH2:5][CH2:6][CH2:7][CH2:8][O:9][C:10]1[CH:15]=[CH:14][CH:13]=[CH:12][C:11]=1/[CH:45]=[CH:44]/[I:46])[CH3:2]. Procedure details: Under the conditions of example 2D, 696 mg of 5-(2-iodophenoxy)-valeric acid ethyl ester and 3.2 g of (E)-1,2-bis-(tri-n-butylstannyl)-ethylene (50%) are reacted in the presence of 47 mg of tetrakis-(triphenylphosphine)palladium, treated with 1.02 g of iodine, worked up and chromatographed on silica gel with n-hexane/ethyl acetate-95/5. 430 mg of 5-[2-[(E)-2-iodovinyl]-phenoxy]-valeric acid ethyl ester is obtained as an oily crude product, which is used without further purification in the next s... Reactants: C(CCC)[Sn](Cl)(CCCC)CCCC (tributylchlorostannane), C(C)(C)(C)[SiH2]OC(C=1C=CC=C2C(=NNC12)I)(C)C (7-(tert-butyl-dimethyl-silanyloxymethyl)-3-iodo-1H-indazole), [H-].[Na+] (sodium hydride), NaCl ice, C(C)(C)[Mg]Cl (isopropylmagnesium chloride). Run in C1CCOC1 (THF). Reaction conditions: time 10 minute. The product is C(C)(C)(C)[SiH2]OC(C=1C=CC=C2C(=NNC12)[Sn](CCCC)(CCCC)CCCC)(C)C (7-(tert-butyl-dimethyl-silanyloxymethyl)-3-tributylstannanyl-1H-indazole). RXN SMILES: [C:1]([SiH2:5][O:6][C:7]([CH3:19])([CH3:18])[C:8]1[CH:9]=[CH:10][CH:11]=[C:12]2[C:16]=1[NH:15][N:14]=[C:13]2I)([CH3:4])([CH3:3])[CH3:2].[H-].[Na+].C([Mg]Cl)(C)C.[CH2:27]([Sn:31]([CH2:37][CH2:38][CH2:39][CH3:40])([CH2:33][CH2:34][CH2:35][CH3:36])Cl)[CH2:28][CH2:29][CH3:30]>C1COCC1>[C:1]([SiH2:5][O:6][C:7]([CH3:19])([CH3:18])[C:8]1[CH:9]=[CH:10][CH:11]=[C:12]2[C:16]=1[NH:15][N:14]=[C:13]2[Sn:31]([CH2:33][CH2:34][CH2:35][CH3:36])([CH2:37][CH2:38][CH2:39][CH3:40])[CH2:27][CH2:28][CH2:29][CH3:30])([CH3:4])([CH3:3])[CH3:2] |f:1.2|. Procedure: In a round-bottomed flask, 7-(tert-butyl-dimethyl-silanyloxymethyl)-3-iodo-1H-indazole (200 mg, 0.52 mmol) was dissolved in THF (2.8 ml) and sodium hydride (60% in mineral oil, 25 mg, 0.63 mmol) was added. The reaction mixture was stirred at room temperature for 10 min then cooled to −16° C. (NaCl/ice bath) and isopropylmagnesium chloride (2.0 M in THF, 0.36 ml, 0.72 mmol) was added dropwise. The reaction mixture was stirred at −16° C. for 30 min then tributylchlorostannane (0.16 ml, 0.59 mmol) ... Starting materials: C(C)(C)(C)OC(=O)C1=CC(=NN1CC1=NC=C(C(=O)OC)C=C1)C1=CC(=C(C=C1)Cl)Cl (Methyl 6-{[5-(tert-butoxycarbonyl)-3-(3,4-dichlorophenyl)-1H-pyrazol-1-yl]methyl}nicotinate), C(=O)(C(F)(F)F)O (TFA). Solvent: C(Cl)Cl (DCM). Conditions: time 4 hour. Product: ClC=1C=C(C=CC1Cl)C1=NN(C(=C1)C(=O)O)CC1=NC=C(C=C1)C(=O)OC (3-(3,4-dichlorophenyl)-1-{[5-(methoxycarbonyl)pyridin-2-yl]methyl}-1H-pyrazole-5-carboxylic acid). Reaction SMILES: C([O:5][C:6]([C:8]1[N:12]([CH2:13][C:14]2[CH:23]=[CH:22][C:17]([C:18]([O:20][CH3:21])=[O:19])=[CH:16][N:15]=2)[N:11]=[C:10]([C:24]2[CH:29]=[CH:28][C:27]([Cl:30])=[C:26]([Cl:31])[CH:25]=2)[CH:9]=1)=[O:7])(C)(C)C.C(O)(C(F)(F)F)=O>C(Cl)Cl>[Cl:31][C:26]1[CH:25]=[C:24]([C:10]2[CH:9]=[C:8]([C:6]([OH:7])=[O:5])[N:12]([CH2:13][C:14]3[CH:23]=[CH:22][C:17]([C:18]([O:20][CH3:21])=[O:19])=[CH:16][N:15]=3)[N:11]=2)[CH:29]=[CH:28][C:27]=1[Cl:30]. Reported procedure: To a solution of the intermediate from step E (551 mg, 1.19 mmol) in DCM (10 mL) was added TFA (10 mL). After stirring at room temperature for 4 hours the reaction mixture was concentrated in vacuo and azeotroped with toluene (3×). A white solid obtained. This material was used in the next step without any further purification. LC-MS: 2.38 min; (M+H)=406.0. Starting materials: ClC1=C(C=CC(=C1Cl)S(=O)(=O)Cl)NC([C@@](C(F)(F)F)(C)O)=O ((R)-N-(2,3-dichloro-4-chlorosulphonylphenyl)-3,3,3-trifluoro-2-hydroxy-2-methylpropanamide), NC1=NC=C(C=C1)C (2-amino-5-methylpyridine). The solvent is N1=CC=CC=C1 (pyridine). Conditions: temperature 80 celsius, time 8 hour. The product is ClC1=C(C=CC(=C1Cl)S(=O)(=O)NC1=NC=C(C=C1)C)NC([C@@](C(F)(F)F)(C)O)=O ((R)-N-[2,3-Dichloro-4-(5-methylpyrid-2-ylaminosulphonyl)phenyl]-3,3,3-trifluoro-2-hydroxy-2-methylpropanamide). Yield: 16.0%. As a reaction SMILES: [Cl:1][C:2]1[C:7]([Cl:8])=[C:6]([S:9](Cl)(=[O:11])=[O:10])[CH:5]=[CH:4][C:3]=1[NH:13][C:14](=[O:22])[C@:15]([OH:21])([CH3:20])[C:16]([F:19])([F:18])[F:17].[NH2:23][C:24]1[CH:29]=[CH:28][C:27]([CH3:30])=[CH:26][N:25]=1>N1C=CC=CC=1>[Cl:1][C:2]1[C:7]([Cl:8])=[C:6]([S:9]([NH:23][C:24]2[CH:29]=[CH:28][C:27]([CH3:30])=[CH:26][N:25]=2)(=[O:11])=[O:10])[CH:5]=[CH:4][C:3]=1[NH:13][C:14](=[O:22])[C@:15]([OH:21])([CH3:20])[C:16]([F:19])([F:18])[F:17]. Reported procedure: A mixture of (R)-N-(2,3-dichloro-4-chlorosulphonylphenyl)-3,3,3-trifluoro-2-hydroxy-2-methylpropanamide (200 mg, 0.5 mmol) (Method 1) and 2-amino-5-methylpyridine (81 mg, 0.80 mmol) in pyridine (5 ml) was stirred at 80° C. overnight. The mixture was cooled to ambient temperature, poured onto water (50 ml) and extracted with EtOAc (2×25 ml). The organic layer was separated, washed with 1 M aqueous hydrochloric acid, saturated sodium hydrogen carbonate solution, brine, dried and evaporated to give... As a reaction SMILES: [CH2:29]([N+:30]([CH2:31][CH2:32][CH2:33][CH3:34])([CH2:35][CH2:36][CH2:37][CH3:38])[CH2:39][CH2:40][CH2:41][CH3:42])[CH2:43][CH2:44][CH3:45].[Cl:46][CH2:47][Cl:48].[F-:28].[NH2:1][c:2]1[c:3]([C:22]#[C:23][Si:24]([CH3:25])([CH3:26])[CH3:27])[c:4]([C:20]#[N:21])[n:5][n:6]1-[c:7]1[c:8]([Cl:19])[cH:9][c:10]([O:14][C:15]([F:16])([F:17])[F:18])[cH:11][c:12]1[Cl:13].[O:49]1[CH2:50][CH2:51][CH2:52][CH2:53]1>>[NH2:1][c:2]1[c:3]([C:22]#[CH:23])[c:4]([C:20]#[N:21])[n:5][n:6]1-[c:7]1[c:8]([Cl:19])[cH:9][c:10]([O:14][C:15]([F:16])([F:17])[F:18])[cH:11][c:12]1[Cl:13]. Product: C#Cc1c(C#N)nn(-c2c(Cl)cc(OC(F)(F)F)cc2Cl)c1N. Reactants: CCCC[N+](CCCC)(CCCC)CCCC, ClCCl, [F-], C[Si](C)(C)C#Cc1c(C#N)nn(-c2c(Cl)cc(OC(F)(F)F)cc2Cl)c1N, C1CCOC1. Starting materials: CC(C)(C)OC(=O)NC(Cc1cccc(Br)c1)C(=O)O, OB(O)c1ccc(F)c(Cl)c1. Yields the product CC(C)(C)OC(=O)NC(Cc1cccc(-c2ccc(F)c(Cl)c2)c1)C(=O)O. RXN SMILES: [C:1](=[O:2])([O:3][C:4]([CH3:5])([CH3:6])[CH3:7])[NH:8][CH:9]([CH2:10][c:11]1[cH:12][c:13]([Br:17])[cH:14][cH:15][cH:16]1)[C:18](=[O:19])[OH:20].[Cl:21][c:22]1[cH:23][c:24]([B:29]([OH:30])[OH:31])[cH:25][cH:26][c:27]1[F:28]>>[C:1](=[O:2])([O:3][C:4]([CH3:5])([CH3:6])[CH3:7])[NH:8][CH:9]([CH2:10][c:11]1[cH:12][c:13](-[c:24]2[cH:23][c:22]([Cl:21])[c:27]([F:28])[cH:26][cH:25]2)[cH:14][cH:15][cH:16]1)[C:18](=[O:19])[OH:20].